Dataset: the Open Reaction Database (ORD), a public repository of structured organic reaction records. Task: describe an organic reaction: reactants, conditions, products, and yield Starting materials: C1(=CC=CC=C1)OS(N)(=O)=O (sulfamic acid phenyl ester), C1(CC1)O (cyclopropanol). The product is C1(CC1)NS([O-])(=O)=O (Cyclopropylsulfamate), C1(CC1)OS(N)(=O)=O (sulfamic acid cyclopropyl ester). RXN SMILES: [C:1]1([O:7][S:8](=[O:11])(=[O:10])[NH2:9])[CH:6]=[CH:5]C=CC=1.[CH:12]1(O)[CH2:14][CH2:13]1>>[CH:12]1([NH:9][S:8](=[O:11])(=[O:10])[O-:7])[CH2:14][CH2:13]1.[CH:1]1([O:7][S:8](=[O:11])(=[O:10])[NH2:9])[CH2:5][CH2:6]1. Reported procedure: Cyclopropylsulfamate was synthesized according to the method presented in the synthesis of sulfamic acid phenyl ester in Example 1 with the exception of utilizing cyclopropanol (synthesized by methods reported in JOC 1980, 45, 4129-35) to obtain sulfamic acid cyclopropyl ester. Reactants: COC(C1=CC(=CC=C1)O[C@@H](C)C(NC1=CC=C(C=C1)C#N)=O)=O (3-[(S)-1-(4-cyano-phenylcarbamoyl)-ethoxy]-benzoic acid methyl ester), solution, Cl (hydrochloric acid), CO (MeOH), [OH-].[Na+] (sodium hydroxide), aqueous solution. The solvent is O (water), O (water). Run at temperature 50 celsius, time 1 hour. Product: C(#N)C1=CC=C(C=C1)NC(=O)[C@H](C)OC=1C=C(C(=O)O)C=CC1 (3-[(S)-1-(4-cyano-phenylcarbamoyl)-ethoxy]-benzoic acid). Yield: 94.2%. Reaction SMILES: C[O:2][C:3](=[O:24])[C:4]1[CH:9]=[CH:8][CH:7]=[C:6]([O:10][C@H:11]([C:13](=[O:23])[NH:14][C:15]2[CH:20]=[CH:19][C:18]([C:21]#[N:22])=[CH:17][CH:16]=2)[CH3:12])[CH:5]=1.CO.[OH-].[Na+].Cl>O>[C:21]([C:18]1[CH:17]=[CH:16][C:15]([NH:14][C:13]([C@@H:11]([O:10][C:6]2[CH:5]=[C:4]([CH:9]=[CH:8][CH:7]=2)[C:3]([OH:24])=[O:2])[CH3:12])=[O:23])=[CH:20][CH:19]=1)#[N:22] |f:2.3|. Procedure details: Heat a suspension of 3-[(S)-1-(4-cyano-phenylcarbamoyl)-ethoxy]-benzoic acid methyl ester (0.42 g, 1.30 mmol) in a 1:1 mixture of MeOH:water (10 mL) to 50° C. and add sodium hydroxide (1.0 mL, 2.5 mmol) as a 10% aqueous solution. Stir the mixture at 50° C. for 1 h during which time all of the solids dissolve. Cool the reaction mixture to room temperature and adjust the pH of the mixture to approximately pH 5 by the addition of a 2 N solution of hydrochloric acid. Dilute the mixture with water an...